describe an organic reaction: reactants, conditions, products, and yield From a dataset of the Open Reaction Database (ORD), a public repository of structured organic reaction records. Reaction SMILES: [C:1]([O:9]CC)(=O)[CH2:2][C:3]([O:5]CC)=O.[C:12]([NH2:20])(=[NH:19])[C:13]1[CH:18]=[CH:17][CH:16]=[CH:15][CH:14]=1.[Na]>C(O)C>[C:13]1([C:12]2[NH:20][C:3](=[O:5])[CH2:2][C:1](=[O:9])[N:19]=2)[CH:18]=[CH:17][CH:16]=[CH:15][CH:14]=1 |^1:20|. Run in C(C)O (ethanol). Reactants: C(CC(=O)OCC)(=O)OCC (diethyl malonate), [Na] (sodium), C(C1=CC=CC=C1)(=N)N (benzamidine). Product: C1(=CC=CC=C1)C=1NC(CC(N1)=O)=O (2-phenyl-4,6-(1H,5H)-pyrimidinedione). Reported procedure: Wherein R1, R2 and R3 are defined as above. The cyclization reaction between the commercially available diethyl malonate and an appropriate benzamidine is effected by refluxing a substantially equimolar mixture of these reactants in a reaction-inert solvent, such as ethanol, in the presence of sodium metal for a period of about two to about five hours. After the reaction is complete, the reaction mixture is filtered, the filter cake dissolved in water and precipitated by acidification to afford ... The product is C(=O)C1=CC=C(OCCC[Si](OC)(OC)OC)C=C1 (3(p-formylphenoxy)propyl trimethoxysilane). Run in C1(=CC=CC=C1)C (toluene). Yield: 85.0%. As a reaction SMILES: [OH:1][C:2]1[CH:9]=[CH:8][C:5]([CH:6]=[O:7])=[CH:4][CH:3]=1.CS(C)=O.[OH-].[Na+].Cl[CH2:17][CH2:18][CH2:19][Si:20]([O:25][CH3:26])([O:23][CH3:24])[O:21][CH3:22]>C1(C)C=CC=CC=1>[CH:6]([C:5]1[CH:8]=[CH:9][C:2]([O:1][CH2:17][CH2:18][CH2:19][Si:20]([O:25][CH3:26])([O:23][CH3:24])[O:21][CH3:22])=[CH:3][CH:4]=1)=[O:7] |f:2.3|. The reactants are [OH-].[Na+] (NaOH), ClCCC[Si](OC)(OC)OC (3-chloropropyl trimethoxysilane), OC1=CC=C(C=O)C=C1 (p-hydroxybenzaldehyde), CS(=O)C (dimethylsulfoxide), [OH-].[Na+] (sodium hydroxide). Procedure details: Using the general procedure described in the preceding Example 1, a reactor was charged with 62.2 g (0.55 mole) p-hydroxybenzaldehyde, 112 cc dimethylsulfoxide, 120 cc toluene and 43.2 g of a 50% aqueous sodium hydroxide solution containing 0.54 mole NaOH. All of the water present was removed by azeotropic distillation at a temperature of about 110° to 115° C. The reaction mixture was heated to the boiling point during the gradual addition of 109 g (0.55 mole) of 3-chloropropyl trimethoxysilane.... Starting materials: BrC1=NC=C(C=O)C=C1 (6-Bromonicotinaldehyde), C1(=CC=CC=C1)B(O)O (phenylboronic acid). The product is C1(=CC=CC=C1)C1=NC=C(C=O)C=C1 (6-Phenylnicotinaldehyde). RXN SMILES: Br[C:2]1[CH:9]=[CH:8][C:5]([CH:6]=[O:7])=[CH:4][N:3]=1.[C:10]1(B(O)O)[CH:15]=[CH:14][CH:13]=[CH:12][CH:11]=1>>[C:10]1([C:2]2[CH:9]=[CH:8][C:5]([CH:6]=[O:7])=[CH:4][N:3]=2)[CH:15]=[CH:14][CH:13]=[CH:12][CH:11]=1. Procedure details: Synthesized using compound 43c (1.20 g, 6.44 mmol) and phenylboronic acid (1.18 g, 9.65 mmol) according to Method C. Crude product was purified by flash chromatography on silica-gel using a mixture of hexane/ethyl acetate (10:1) as eluent. Light yellow solid. Yield: 1.10 g, 94%. 1H NMR (CDCl3, 500 MHz): δH (ppm)=7.44-7.52 ppm (m, 3H), 7.87 (d, J=8.2 Hz, 1H), 8.04-8.08 (m, 2H), 8.20 (dd, J=8.2, 2.2 Hz, 1H), 9.10 (dd, J=2.2, 0.6 Hz, 1H), 10.11 (s, 1H); 13C NMR (CDCl3, 125 MHz): δC (ppm)=120.5, 127...